This data is from the Open Reaction Database (ORD), a public repository of structured organic reaction records. The task is: describe an organic reaction: reactants, conditions, products, and yield Starting materials: CC(C)C1CC2C(C(=O)O)CC1C(C)N2Cc1ccccc1, [Li]C. The product is CC(=O)C1CC2C(C(C)C)CC1N(Cc1ccccc1)C2C. RXN SMILES: [CH3:1][CH:2]1[N:3]([CH2:16][c:17]2[cH:18][cH:19][cH:20][cH:21][cH:22]2)[CH:4]2[CH:5]([C:13](=[O:14])[OH:15])[CH2:6][CH:7]1[CH:8]([CH:10]([CH3:11])[CH3:12])[CH2:9]2.[Li:23][CH3:24]>>[CH3:1][CH:2]1[N:3]([CH2:16][c:17]2[cH:18][cH:19][cH:20][cH:21][cH:22]2)[CH:4]2[CH:5]([C:13](=[O:15])[CH3:24])[CH2:6][CH:7]1[CH:8]([CH:10]([CH3:11])[CH3:12])[CH2:9]2. Run at temperature 60 celsius. RXN SMILES: [OH:1][CH2:2][C:3]1[N:4]=[C:5]([C:24]2[CH:29]=[CH:28][C:27]([C:30]([F:33])([F:32])[F:31])=[CH:26][CH:25]=2)[S:6][C:7]=1[CH2:8][O:9][C:10]1[CH:15]=[CH:14][C:13]([C:16]2[NH:20][C:19](=[O:21])[O:18][N:17]=2)=[C:12]([O:22][CH3:23])[CH:11]=1.ClCCl>CN(C)C=O.[O-2].[O-2].[Mn+4]>[CH3:23][O:22][C:12]1[CH:11]=[C:10]([CH:15]=[CH:14][C:13]=1[C:16]1[NH:20][C:19](=[O:21])[O:18][N:17]=1)[O:9][CH2:8][C:7]1[S:6][C:5]([C:24]2[CH:29]=[CH:28][C:27]([C:30]([F:31])([F:32])[F:33])=[CH:26][CH:25]=2)=[N:4][C:3]=1[CH:2]=[O:1] |f:3.4.5|. The yield is 60.3%. Starting materials: OCC=1N=C(SC1COC1=CC(=C(C=C1)C1=NOC(N1)=O)OC)C1=CC=C(C=C1)C(F)(F)F (3-{4-[4-hydroxymethyl-2-(4-trifluoromethyl-phenyl)-thiazol-5-ylmethoxy]-2-methoxy-phenyl}-4H-[1,2,4]oxadiazol-5-one), ClCCl (dichloromethane). Procedure details: 50 mg of 3-{4-[4-hydroxymethyl-2-(4-trifluoromethyl-phenyl)-thiazol-5-ylmethoxy]-2-methoxy-phenyl}-4H-[1,2,4]oxadiazol-5-one were dissolved in 2 mL of dimethylformamide by heating to 60° C. and 2 mL of dichloromethane was added. To the resulting solution was added 90 mg of manganese dioxide. The reaction mixture was heated to 60° C. overnight. 5 mL of dimethylformamide was added. The hot mixture was filtered through celite and washed with dichloromethane/methanol. The filtrate was concentrated u... The solvent is CN(C=O)C (dimethylformamide), CN(C=O)C (dimethylformamide). The reagents and catalysts are [O-2].[O-2].[Mn+4] (manganese dioxide). Yields the product COC=1C=C(OCC2=C(N=C(S2)C2=CC=C(C=C2)C(F)(F)F)C=O)C=CC1C1=NOC(N1)=O (5-[3-methoxy-4-(5-oxo-4,5-dihydro-[1,2,4]oxadiazol-3-yl)-phenoxymethyl]-2-(4-trifluoromethyl-phenyl)-thiazole-4-carbaldehyde). Starting materials: N#CC(O)c1cccc(Oc2ccccc2)c1, ClCCl, C=C=CC1C(C(=O)O)C1(C)C, CN(C)c1ccncc1, C(=NC1CCCCC1)=NC1CCCCC1. The product is C=C=CC1C(C(=O)OC(C#N)c2cccc(Oc3ccccc3)c2)C1(C)C. Reaction SMILES: [C:27](#[N:28])[CH:29]([c:30]1[cH:31][c:32]([O:36][c:37]2[cH:38][cH:39][cH:40][cH:41][cH:42]2)[cH:33][cH:34][cH:35]1)[OH:43].[CH2:44]([Cl:45])[Cl:46].[CH3:16][C:17]1([CH3:26])[CH:18]([C:23](=[O:24])[OH:25])[CH:19]1[CH:20]=[C:21]=[CH2:22].[CH3:47][N:48]([CH3:49])[c:50]1[cH:51][cH:52][n:53][cH:54][cH:55]1.[CH:1]1([N:2]=[C:3]=[N:4][CH:5]2[CH2:6][CH2:7][CH2:8][CH2:9][CH2:10]2)[CH2:11][CH2:12][CH2:13][CH2:14][CH2:15]1>>[CH3:16][C:17]1([CH3:26])[CH:18]([C:23](=[O:24])[O:25][CH:29]([C:27]#[N:28])[c:30]2[cH:31][c:32]([O:36][c:37]3[cH:38][cH:39][cH:40][cH:41][cH:42]3)[cH:33][cH:34][cH:35]2)[CH:19]1[CH:20]=[C:21]=[CH2:22]. Reactants: [BH4-], C1COCCO1, O=C(Cl)C(c1ccc(Cl)cc1)c1c(Cl)cc(-n2ncc(=O)[nH]c2=O)cc1Cl, Cl, [Na+]. Yields the product O=c1cnn(-c2cc(Cl)c(C(CO)c3ccc(Cl)cc3)c(Cl)c2)c(=O)[nH]1. As a reaction SMILES: [BH4-:28].[CH2:31]1[O:32][CH2:33][CH2:34][O:35][CH2:36]1.[Cl:1][c:2]1[c:3]([CH:17]([C:18](=[O:19])[Cl:20])[c:21]2[cH:22][cH:23][c:24]([Cl:27])[cH:25][cH:26]2)[c:4]([Cl:16])[cH:5][c:6](-[n:8]2[n:9][cH:10][c:11](=[O:15])[nH:12][c:13]2=[O:14])[cH:7]1.[ClH:30].[Na+:29]>>[Cl:1][c:2]1[c:3]([CH:17]([CH2:18][OH:19])[c:21]2[cH:22][cH:23][c:24]([Cl:27])[cH:25][cH:26]2)[c:4]([Cl:16])[cH:5][c:6](-[n:8]2[n:9][cH:10][c:11](=[O:15])[nH:12][c:13]2=[O:14])[cH:7]1. Reactants: ClCCCCCCN1C(CCN(C2=C1C=CC=C2)C(C2=CC=C(C=C2)[N+](=O)[O-])=O)=O (1-(6-chlorohexyl)-5-(4-nitrobenzoyl) -1,3,4,5-tetrahydro-1,5-benzodiazepin-2(2H)-one), potassium phthalimido, C(C)(=O)OCC (ethyl acetate). Solvent: CN(C=O)C (N,N-dimethylformamide). Reaction conditions: time 8 hour. The product is [N+](=O)([O-])C1=CC=C(C(=O)N2CCC(N(C3=C2C=CC=C3)CCCCCCN3C(C=2C(C3=O)=CC=CC2)=O)=O)C=C1 (5-(4-nitrobenzoyl)-1-(6-phthalimidohexyl) -1,3,4,5-tetrahydro-1,5-benzodiazepin-2(2H)-one). Reaction SMILES: Cl[CH2:2][CH2:3][CH2:4][CH2:5][CH2:6][CH2:7][N:8]1[C:14]2[CH:15]=[CH:16][CH:17]=[CH:18][C:13]=2[N:12]([C:19](=[O:29])[C:20]2[CH:25]=[CH:24][C:23]([N+:26]([O-:28])=[O:27])=[CH:22][CH:21]=2)[CH2:11][CH2:10][C:9]1=[O:30].C([O:34][CH2:35][CH3:36])(=O)C>CN(C)C=O>[N+:26]([C:23]1[CH:24]=[CH:25][C:20]([C:19]([N:12]2[C:13]3[CH:18]=[CH:17][CH:16]=[CH:15][C:14]=3[N:8]([CH2:7][CH2:6][CH2:5][CH2:4][CH2:3][CH2:2][N:12]3[C:19](=[O:29])[C:20]4=[CH:21][CH:22]=[CH:23][CH:24]=[C:36]4[C:35]3=[O:34])[C:9](=[O:30])[CH2:10][CH2:11]2)=[O:29])=[CH:21][CH:22]=1)([O-:28])=[O:27]. Reported procedure: A mixture of 1-(6-chlorohexyl)-5-(4-nitrobenzoyl) -1,3,4,5-tetrahydro-1,5-benzodiazepin-2(2H)-one (675 mg) and potassium phthalimido (291 mg) in N,N-dimethylformamide (15 ml) was stirred at ambient temperature for 8 hours. The mixture was diluted with ethyl acetate and washed successively with 1N hydrochloric acid, aqueous sodium hydrogen carbonate and brine, and dried over magnesium sulfate. The solvent was evaporated in vacuo to give 5-(4-nitrobenzoyl)-1-(6-phthalimidohexyl) -1,3,4,5-tetrahydr...